From a dataset of the Open Reaction Database (ORD), a public repository of structured organic reaction records. describe an organic reaction: reactants, conditions, products, and yield Yield: 100.3%. Reagents/catalysts: [Pd] (Pd/C). RXN SMILES: [CH2:1]([O:3][C:4]([C:6]1[NH:7][C:8]2[C:13]([CH:14]=1)=[CH:12][C:11]([O:15]CC1C=CC=CC=1)=[CH:10][CH:9]=2)=[O:5])[CH3:2]>C(O)C.CCOC(C)=O.[Pd]>[CH2:1]([O:3][C:4]([C:6]1[NH:7][C:8]2[C:13]([CH:14]=1)=[CH:12][C:11]([OH:15])=[CH:10][CH:9]=2)=[O:5])[CH3:2]. Solvent: C(C)O (ethanol), CCOC(=O)C (EtOAc). The product is C(C)OC(=O)C=1NC2=CC=C(C=C2C1)O (5-Hydroxyindole-2-carboxylic Acid Ethyl Ester). Starting materials: C(C)OC(=O)C=1NC2=CC=C(C=C2C1)OCC1=CC=CC=C1 (5-benzyloxyindole-2-carboxylic acid ethyl ester). Procedure: A solution of 5-benzyloxyindole-2-carboxylic acid ethyl ester (10 g, 34 mmol) in ethanol (250 mL) was treated with 10% Pd/C and hydrogenated under atmospheric pressure (double-walled balloon) for 20 h. The reaction mixture was diluted with EtOAc and filtered through Celite®. Evaporation of the filtrate in vacuo gave the title compound as a tan solid (7 g, 99%). 1H NMR (400 MHz, CDCl3)·8.86 (br s, 1H), 7.29 (d, J=8.80 Hz, 1H), 7.11 (s, 1H), 7.06 (s, 1H), 6.94 (d, J=8.70 Hz, 1H), 4.83 (br s, 1H), ... Reactants: Nc1nc2c(Br)cccn2n1, O=C([O-])[O-], ClCCl, [Cs+], [Cs+], COC(=O)c1ccc(I)cc1, CC(=O)[O-], CC(=O)[O-], C1COCCO1, [Pd+2], CC1(C)c2cccc(P(c3ccccc3)c3ccccc3)c2Oc2c(P(c3ccccc3)c3ccccc3)cccc21. Product: COC(=O)c1ccc(Nc2nc3c(Br)cccn3n2)cc1. As a reaction SMILES: [Br:1][c:2]1[c:3]2[n:4]([cH:5][cH:6][cH:7]1)[n:8][c:9]([NH2:11])[n:10]2.[C:23](=[O:24])([O-:25])[O-:26].[Cl:77][CH2:78][Cl:79].[Cs+:27].[Cs+:28].[I:12][c:13]1[cH:14][cH:15][c:16]([C:17](=[O:18])[O:19][CH3:20])[cH:21][cH:22]1.[O-:81][C:82]([CH3:83])=[O:84].[O-:85][C:86]([CH3:87])=[O:88].[O:71]1[CH2:72][CH2:73][O:74][CH2:75][CH2:76]1.[Pd+2:80].[c:29]1([P:30]([c:31]2[cH:32][cH:33][cH:34][cH:35][cH:36]2)[c:37]2[c:38]3[c:62]([cH:63][cH:64][cH:65]2)[C:59]([CH3:60])([CH3:61])[c:41]2[c:40]([c:45]([P:46]([c:47]4[cH:48][cH:49][cH:50][cH:51][cH:52]4)[c:53]4[cH:54][cH:55][cH:56][cH:57][cH:58]4)[cH:44][cH:43][cH:42]2)[O:39]3)[cH:66][cH:67][cH:68][cH:69][cH:70]1>>[Br:1][c:2]1[c:3]2[n:4]([cH:5][cH:6][cH:7]1)[n:8][c:9]([NH:11][c:13]1[cH:14][cH:15][c:16]([C:17](=[O:18])[O:19][CH3:20])[cH:21][cH:22]1)[n:10]2. Starting materials: CCn1c(=O)n(CC(C)=O)c(=O)c2c1ncn2CCCCC(O)CO, CC(O)CCl. Yields the product CCn1c(=O)n(CC(C)O)c(=O)c2c1ncn2CCCCC(O)CO. As a reaction SMILES: [CH2:1]([CH3:2])[n:3]1[c:4](=[O:25])[n:5]([CH2:21][C:22]([CH3:23])=[O:24])[c:6](=[O:20])[c:7]2[n:8]([CH2:12][CH2:13][CH2:14][CH2:15][CH:16]([CH2:17][OH:18])[OH:19])[cH:9][n:10][c:11]12.[Cl:26][CH2:27][CH:28]([OH:29])[CH3:30]>>[CH2:1]([CH3:2])[n:3]1[c:4](=[O:25])[n:5]([CH2:21][CH:22]([CH3:23])[OH:24])[c:6](=[O:20])[c:7]2[n:8]([CH2:12][CH2:13][CH2:14][CH2:15][CH:16]([CH2:17][OH:18])[OH:19])[cH:9][n:10][c:11]12.